This data is from the Open Reaction Database (ORD), a public repository of structured organic reaction records. The task is: describe an organic reaction: reactants, conditions, products, and yield Reactants: O=C1CC[C@H](C2=CC=CC=C12)NC=O ((R)—N-(4-oxo-1,2,3,4-tetrahydronaphthalen-1-yl)formamide). Run in Cl (HCl), CO (MeOH). Run at time 8 hour. Yields the product N[C@@H]1CCC(C2=CC=CC=C12)=O ((R)-4-amino-3,4-dihydronaphthalen-1(2H)-one). As a reaction SMILES: [O:1]=[C:2]1[C:11]2[C:6](=[CH:7][CH:8]=[CH:9][CH:10]=2)[C@H:5]([NH:12]C=O)[CH2:4][CH2:3]1>Cl.CO>[NH2:12][C@H:5]1[C:6]2[C:11](=[CH:10][CH:9]=[CH:8][CH:7]=2)[C:2](=[O:1])[CH2:3][CH2:4]1. Reported procedure: A solution of (R)—N-(4-oxo-1,2,3,4-tetrahydronaphthalen-1-yl)formamide (45 mg, 238 μmol) in 5 mL of HCl and 5 mL of MeOH was refluxed for 2 h and then stirred at RT overnight. The solvent was evaporated and the residue was neutralized with 10N NaOH and was extracted with EtOAc. The extracts was dried over Na2SO4 and evaporated. flash chomatograph (SiO2, EtOAc to EtOAc/2M NH3 in MeOH=100:10 to 100:20) afforded crude (R)-4-amino-3,4-dihydronaphthalen-1(2H)-one as a sticky oil. Starting materials: Brc1ccc(-c2cc3ccccn3c2)cc1, O=C([O-])[O-], C1COCCN1, Cc1ccccc1, CN(C)c1ccccc1-c1ccccc1P(C1CCCCC1)C1CCCCC1, [Cs+], [Cs+], Cl[Pd]Cl, c1ccc(P(c2ccccc2)c2ccccc2)cc1, c1ccc(P(c2ccccc2)c2ccccc2)cc1. Yields the product c1ccn2cc(-c3ccc(N4CCOCC4)cc3)cc2c1. Reaction SMILES: [Br:1][c:2]1[cH:3][cH:4][c:5](-[c:8]2[cH:9][c:10]3[cH:11][cH:12][cH:13][cH:14][n:15]3[cH:16]2)[cH:6][cH:7]1.[C:17](=[O:18])([O-:19])[O-:20].[CH2:23]1[CH2:24][O:25][CH2:26][CH2:27][NH:28]1.[CH3:57][c:58]1[cH:59][cH:60][cH:61][cH:62][cH:63]1.[CH:29]1([P:30]([CH:31]2[CH2:32][CH2:33][CH2:34][CH2:35][CH2:36]2)[c:37]2[cH:38][cH:39][cH:40][cH:41][c:42]2-[c:43]2[cH:44][cH:45][cH:46][cH:47][c:48]2[N:49]([CH3:50])[CH3:51])[CH2:52][CH2:53][CH2:54][CH2:55][CH2:56]1.[Cs+:21].[Cs+:22].[Pd:64]([Cl:65])[Cl:66].[c:67]1([P:68]([c:69]2[cH:70][cH:71][cH:72][cH:73][cH:74]2)[c:75]2[cH:76][cH:77][cH:78][cH:79][cH:80]2)[cH:81][cH:82][cH:83][cH:84][cH:85]1.[c:86]1([P:87]([c:88]2[cH:89][cH:90][cH:91][cH:92][cH:93]2)[c:94]2[cH:95][cH:96][cH:97][cH:98][cH:99]2)[cH:100][cH:101][cH:102][cH:103][cH:104]1>>[c:2]1([N:28]2[CH2:23][CH2:24][O:25][CH2:26][CH2:27]2)[cH:3][cH:4][c:5](-[c:8]2[cH:9][c:10]3[cH:11][cH:12][cH:13][cH:14][n:15]3[cH:16]2)[cH:6][cH:7]1. The reactants are C1NCCC=2C3=CC=CC=C3NC12 (1,2,3,4-tetrahydro-β-carboline), C(C)(=O)OC(C)=O (acetic anhydride). The solvent is C(C)(=O)OCC (ethyl acetate), N1=CC=CC=C1 (pyridine). Run at time 30 minute. Yields the product C(C)(=O)N1CC=2NC3=CC=CC=C3C2CC1 (2-acetyl-1,2,3,4-tetrahydro-β-carboline). RXN SMILES: [CH2:1]1[C:13]2[NH:12][C:11]3[C:6](=[CH:7][CH:8]=[CH:9][CH:10]=3)[C:5]=2[CH2:4][CH2:3][NH:2]1.[C:14](OC(=O)C)(=[O:16])[CH3:15]>C(OCC)(=O)C.N1C=CC=CC=1>[C:14]([N:2]1[CH2:3][CH2:4][C:5]2[C:6]3[C:11](=[CH:10][CH:9]=[CH:8][CH:7]=3)[NH:12][C:13]=2[CH2:1]1)(=[O:16])[CH3:15]. Procedure details: 2-acetyl-1,2,3,4-tetrahydro-β-carboline was prepared as follows: 1 g of 1,2,3,4-tetrahydro-β-carboline (Sigma) was dissolved in a minimum of ethyl acetate, and pyridine 3 mL) was added along with acetic anhydride (1.5 mL). After 30 minutes, the mixture was dried and the resulting 2-acetyl-1,2,3,4-tetrahydro-β-carboline was recrystallized from acetone. Reactants: OC1=C(C=CC=C1)C(F)(F)F (2-hydroxybenzotrifluoride), C(C)OCC (diethyl ether), [OH-].[Na+] (sodium hydroxide), BrCC(=O)O (bromoacetic acid). Solvent: CN(C)C=O (DMF), C(C)O (ethanol), [Cl-].[Na+].O (brine). Run at temperature 85 celsius, time 24 hour. The product is crude product, FC(C1=C(C=CC=C1)OCC(=O)O)(F)F (2-[2-(trifluoromethyl)phenyloxy]acetic acid). Yield: 57.9%. Reaction SMILES: [OH:1][C:2]1[CH:7]=[CH:6][CH:5]=[CH:4][C:3]=1[C:8]([F:11])([F:10])[F:9].[OH-].[Na+].Br[CH2:15][C:16]([OH:18])=[O:17].C(OCC)C>CN(C=O)C.C(O)C.[Cl-].[Na+].O>[F:11][C:8]([F:9])([F:10])[C:3]1[CH:4]=[CH:5][CH:6]=[CH:7][C:2]=1[O:1][CH2:15][C:16]([OH:18])=[O:17] |f:1.2,7.8.9|. Procedure details: A solution of 2-hydroxybenzotrifluoride (3.00 g, TCI) in a mixture of DMF (16.5 ml) and ethanol (1.8 ml) was added with sodium hydroxide (1.5 g, WAKO) and bromoacetic acid (2.6 g, TCI), and the mixture was stirred at 85° C. for 24 hours. The reaction mixture was added with diethyl ether and saturated brine, and successively washed with 1 N aqueous hydrochloric acid and saturated aqueous sodium carbonate. The layer produced between the aqueous layer and oil layer was dried to obtain a crude produ...